Dataset: the Open Reaction Database (ORD), a public repository of structured organic reaction records. Task: describe an organic reaction: reactants, conditions, products, and yield The reactants are CC=1C=C(C=CC1)N1CCN(CC1)C=CCC=1C=C2CCC(NC2=CC1)=O (6-{3-[4-(3-methylphenyl)-1-piperazinyl]-2-propenyl}-3,4-dihydrocarbostyril), [H-].[Na+] (sodium hydride), [Cl-].[Na+] (sodium chloride), CC(=O)C.C(C(=O)O)(=O)O (oxalic acid acetone), C(C1=CC=CC=C1)Cl (benzyl chloride). Run in CN(C=O)C (dimethylformamide), CC(=O)C (acetone). Reaction conditions: time 2 hour. Yields the product C(C(=O)O)(=O)O.C(C1=CC=CC=C1)N1C(=O)CCC2=CC(=CC=C12)CC=CN1CCN(CC1)C1=CC(=CC=C1)C (1-benzyl-6-{3-[4-(3-methylphenyl)-1-piperazinyl]-2-propenyl}-3,4-dihydrocarbostyril monooxalate). RXN SMILES: [CH3:1][C:2]1[CH:3]=[C:4]([N:8]2[CH2:13][CH2:12][N:11]([CH:14]=[CH:15][CH2:16][C:17]3[CH:18]=[C:19]4[C:24](=[CH:25][CH:26]=3)[NH:23][C:22](=[O:27])[CH2:21][CH2:20]4)[CH2:10][CH2:9]2)[CH:5]=[CH:6][CH:7]=1.[H-].[Na+].[CH2:30](Cl)[C:31]1[CH:36]=[CH:35][CH:34]=[CH:33][CH:32]=1.[Cl-].[Na+].CC(C)=O.[C:44]([OH:49])(=[O:48])[C:45]([OH:47])=[O:46]>CC(C)=O.CN(C)C=O>[C:44]([OH:49])(=[O:48])[C:45]([OH:47])=[O:46].[CH2:30]([N:23]1[C:24]2[C:19](=[CH:18][C:17]([CH2:16][CH:15]=[CH:14][N:11]3[CH2:12][CH2:13][N:8]([C:4]4[CH:5]=[CH:6][CH:7]=[C:2]([CH3:1])[CH:3]=4)[CH2:9][CH2:10]3)=[CH:26][CH:25]=2)[CH2:20][CH2:21][C:22]1=[O:27])[C:31]1[CH:36]=[CH:35][CH:34]=[CH:33][CH:32]=1 |f:1.2,4.5,6.7,10.11|. Procedure: 1.8 Grams of 6-{3-[4-(3-methylphenyl)-1-piperazinyl]-2-propenyl}-3,4-dihydrocarbostyril and 0.25 g of sodium hydride (50% in mineral oil) were mixed into 60 ml of dimethylformamide and the mixture was stirred at a room temperature for 2 hours then 0.7 g of benzyl chloride was added to the reaction mixture and stirred at a room temperature for 8 hours. The reaction mixture was poured into 150 ml of saturated sodium chloride aqueous solution and was extracted with chloroform, the chloroform layer ...